This data is from the Open Reaction Database (ORD), a public repository of structured organic reaction records. The task is: describe an organic reaction: reactants, conditions, products, and yield Reactants: [O-][Si](=O)[O-].[Na+].[Na+] (water glass), O.O.O.O.O.O.O.O.O.O.O.O.O.O.S(=O)(=O)([O-])[O-].[Al+3].S(=O)(=O)([O-])[O-].S(=O)(=O)([O-])[O-].[Al+3] (Aluminum sulfate tetradecahydrate). The solvent is O (water), O (water). Product: S(=O)(=O)([O-])[O-].[Al+3].S(=O)(=O)([O-])[O-].S(=O)(=O)([O-])[O-].[Al+3] (aluminum sulfate). As a reaction SMILES: [O-][Si]([O-])=O.[Na+].[Na+].O.O.O.O.O.O.O.O.O.O.O.O.O.O.[S:21]([O-:25])([O-:24])(=[O:23])=[O:22].[Al+3:26].[S:27]([O-:31])([O-:30])(=[O:29])=[O:28].[S:32]([O-:36])([O-:35])(=[O:34])=[O:33].[Al+3]>O>[S:21]([O-:25])([O-:24])(=[O:23])=[O:22].[Al+3:26].[S:27]([O-:31])([O-:30])(=[O:29])=[O:28].[S:32]([O-:36])([O-:35])(=[O:34])=[O:33].[Al+3:26] |f:0.1.2,3.4.5.6.7.8.9.10.11.12.13.14.15.16.17.18.19.20.21,23.24.25.26.27|. Procedure details: The following is an example of the preparation of a silica·alumina gel. JIS No. 3 water glass (content of silica as SiO2 : 28 wt %) is diluted with ion-exchanged water to give an aqueous solution of 4.0 to 12.0 wt % concentration of SiO2. Aluminum sulfate tetradecahydrate is dissolved in ion-exchanged water to give an aqueous solution of an aluminum sulfate concentration of 4.0 to 12.0 wt %. The reactants are CC1S[C@H]2N(C(=C1)C(=O)O)C(C2N)=O (2-methyl-7-amino-3-cephem-4-carboxylic acid), C[Si](C)(C)CC(=O)N (trimethylsilylacetamide), P(=O)(Cl)(Cl)Cl (phosphorus oxychloride), C(C)ON=C(C(=O)O)C=1N=C(SC1)NC=O (2-ethoxyimino-2-(2-formylaminothiazol-4-yl)acetic acid), C(C)ON=C(C(=O)O)C=1NC(SC1)=NC=O (2-ethoxyimino-2-(2-formylimino-2,3-dihydrothiazol-4-yl)acetic acid). Solvent: C(C)(=O)OCC (ethyl acetate), CN(C=O)C (dimethylformamide), C(C)(=O)OCC (ethyl acetate), C(C)(=O)OCC (ethyl acetate), O (water), C(C)(=O)OCC (ethyl acetate), C(=O)=O.CC(=O)C (dry ice acetone). The product is CC1S[C@H]2N(C(=C1)C(=O)O)C(C2NC(C(C=2N=C(SC2)NC=O)=NOCC)=O)=O (2-methyl-7-[2-ethoxyimino-2-(2-formylaminothiazol-4-yl)acetamido]-3-cephem-4-carboxylic acid). Reaction SMILES: P(Cl)(Cl)(Cl)=O.[CH2:6]([O:8][N:9]=[C:10]([C:14]1[N:15]=[C:16]([NH:19][CH:20]=[O:21])[S:17][CH:18]=1)[C:11]([OH:13])=O)[CH3:7].[CH3:22][CH:23]1[CH:28]=[C:27]([C:29]([OH:31])=[O:30])[N:26]2[C:32](=[O:35])[CH:33]([NH2:34])[C@H:25]2[S:24]1.C[Si](CC(N)=O)(C)C>C(=O)=O.CC(C)=O.C(OCC)(=O)C.O.CN(C)C=O>[CH3:22][CH:23]1[CH:28]=[C:27]([C:29]([OH:31])=[O:30])[N:26]2[C:32](=[O:35])[CH:33]([NH:34][C:11](=[O:13])[C:10](=[N:9][O:8][CH2:6][CH3:7])[C:14]3[N:15]=[C:16]([NH:19][CH:20]=[O:21])[S:17][CH:18]=3)[C@H:25]2[S:24]1 |f:4.5|. Reported procedure: To dimethylformamide (0.65 g) was added dried ethyl acetate (3 ml), and the mixture was solidified by dropwise addition of phosphorus oxychloride (1.37 g) under cooling at 0° C. in dry ice-acetone bath over 15 minutes followed by stirring at the same temperature for a while. Dried ethyl acetate (20 ml) was added thereto and 2-ethoxyimino-2-(2-formylaminothiazol-4-yl)acetic acid (syn isomer), which can be represented as 2-ethoxyimino-2-(2-formylimino-2,3-dihydrothiazol-4-yl)acetic acid (syn isome... Reactants: BrC1=CC=C(C=C1)C(C#CCCCC)=O (1-(4-bromophenyl) 2-heptyn-1-one), CC1=C(C(=CC(=C1)C)C)S(=O)(=O)[O-].N[N+]1=C(C=CC=C1)C (1-amino 2-methylpyridinium 2,4,6-trimethyl-benzene sulfonate), C([O-])([O-])=O.[K+].[K+] (potassium carbonate). Solvent: CN(C=O)C (dimethylformamide). Conditions: time 5 hour. The product is BrC1=CC=C(C=C1)C(=O)C=1C(=NN2C1C=CC=C2C)CCCC ((4-bromophenyl) (2-butyl 7-methyl pyrazolo(1,5-a) pyridin-3-yl) methanone). As a reaction SMILES: [Br:1][C:2]1[CH:7]=[CH:6][C:5]([C:8](=[O:15])[C:9]#[C:10][CH2:11][CH2:12][CH2:13][CH3:14])=[CH:4][CH:3]=1.[CH3:16]C1C=C(C)C=C(C)C=1S([O-])(=O)=O.[NH2:29][N+:30]1[CH:35]=[CH:34][CH:33]=[CH:32][C:31]=1C.C(=O)([O-])[O-].[K+].[K+]>CN(C)C=O>[Br:1][C:2]1[CH:3]=[CH:4][C:5]([C:8]([C:9]2[C:31]([CH2:32][CH2:33][CH2:34][CH3:35])=[N:30][N:29]3[C:14]([CH3:16])=[CH:13][CH:12]=[CH:11][C:10]=23)=[O:15])=[CH:6][CH:7]=1 |f:1.2,3.4.5|. Procedure details: A mixture of 11.4 g of the product of Stage A of Example 1, 250 ml of dimethylformamide and 9.81 g of 1-amino 2-methylpyridinium 2,4,6-trimethyl-benzene sulfonate (Synthesis, 1977, page 1, TAMURA, et al.) and 5.11 g of potassium carbonate were stirred for 5 hours at ambient temperature.